Dataset: the Open Reaction Database (ORD), a public repository of structured organic reaction records. Task: describe an organic reaction: reactants, conditions, products, and yield The reactants are C(C)(=O)OC\C=C(/C)\CCC=C(C)C (geranyl acetate), ClC1=CC(=CC=C1)C(=O)OO (m-chloroperbenzoic acid). The solvent is C(Cl)Cl (CH2Cl2). Run at temperature -20 celsius. The product is C(C)(=O)OCC=C(CCC1C(C)O1)C (1-acetoxy-3-methyl-6,7-epoxy-2-octene). RXN SMILES: [C:1]([O:4][CH2:5]/[CH:6]=[C:7](/[CH2:9][CH2:10][CH:11]=[C:12]([CH3:14])C)\[CH3:8])(=[O:3])[CH3:2].ClC1C=CC=C(C(OO)=[O:23])C=1>C(Cl)Cl>[C:1]([O:4][CH2:5][CH:6]=[C:7]([CH3:8])[CH2:9][CH2:10][CH:11]1[O:23][CH:12]1[CH3:14])(=[O:3])[CH3:2]. Procedure details: To a solution of geranyl acetate (1.5 g) in CH2Cl2 (30 ml) is added m-chloroperbenzoic acid (1.3 g) under stirring at -20° C. The mixture is stirred for 90 minutes, at the end of which time it is concentrated under reduced pressure and the residue is dissolved in hexane. The insoluble matter is filtered off, the filtrate evaporated to dryness under reduced pressures and the residue purified by column chromatography on silica gel (30 g) with CCl4 -ethyl acetate (10:1). The above procedure provide... The reactants are CSC=1S\C(\C(N1)=O)=C/C=1C=C2C=CC=NC2=CC1 (2-methylsulfanyl-5-[1-quinolin-6-yl-meth-(Z)-ylidene]-thiazol-4-one), C(C(C)C)N (isobutylamine), CCN(C(C)C)C(C)C (DIEA). Product: C(C(C)C)NC=1S\C(\C(N1)=O)=C/C=1C=C2C=CC=NC2=CC1 (2-isobutylamino-5-[1-quinolin-6-yl-meth-(Z)-ylidene]-thiazol-4-one). As a reaction SMILES: CS[C:3]1[S:4]/[C:5](=[CH:9]\[C:10]2[CH:11]=[C:12]3[C:17](=[CH:18][CH:19]=2)[N:16]=[CH:15][CH:14]=[CH:13]3)/[C:6](=[O:8])[N:7]=1.[CH2:20]([NH2:24])[CH:21]([CH3:23])[CH3:22].CCN(C(C)C)C(C)C>>[CH2:20]([NH:24][C:3]1[S:4]/[C:5](=[CH:9]\[C:10]2[CH:11]=[C:12]3[C:17](=[CH:18][CH:19]=2)[N:16]=[CH:15][CH:14]=[CH:13]3)/[C:6](=[O:8])[N:7]=1)[CH:21]([CH3:23])[CH3:22]. Procedure: Similar procedure as described in example 1b was used, starting from 2-methylsulfanyl-5-[1-quinolin-6-yl-meth-(Z)-ylidene]-thiazol-4-one, isobutylamine and DIEA to give 2-isobutylamino-5-[1-quinolin-6-yl-meth-(Z)-ylidene]-thiazol-4-one. LC-MS m/e 415 (MH+). The reactants are C(=O)(OCC1=CC=CC=C1)NC(C(=O)OC(C)(C)C)CCBr (tertiary butyl 2-(N-carbobenzyloxy)amino-4-bromobutyrate), [Cl-].[Ca+2].[Cl-] (calcium chloride), Br.NC1C(=O)OCC1 (2-aminobutyrolactone hydrobromide), CC(=O)OCC1=C2C=CC=CC2=C(C3=CC=CC=C31)COC(=O)C (acetic). Run at time 3 hour. The product is Br.NC(C(=O)O)CCBr (2-amino-4-bromobutyric acid hydrobromide). As a reaction SMILES: C([NH:11][CH:12]([CH2:20][CH2:21][Br:22])[C:13]([O:15]C(C)(C)C)=[O:14])(OCC1C=CC=CC=1)=O.Br.NC1CCOC1=O.CC(OCC1C2C(=CC=CC=2)C(COC(C)=O)=C2C=1C=CC=C2)=O.[Cl-].[Ca+2].[Cl-]>>[BrH:22].[NH2:11][CH:12]([CH2:20][CH2:21][Br:22])[C:13]([OH:15])=[O:14] |f:1.2,4.5.6,7.8|. Procedure: This compound is prepared by a modification of the procedure used by Nollet, Huting and Pandit to prepare tertiary butyl 2-(N-carbobenzyloxy)amino-4-bromobutyrate. (Tetrahedron, 25, 5971 (1969) ##STR11## To 3.64 g (20.0 mmoles) of 2-aminobutyrolactone hydrobromide is added 182 ml of glacial acetic in a 500 ml three-necked flask equipped with a fritted glass gas bubbler, calcium chloride drying tube, and magnetic stirrer. Hydrogen bromide gas is then vigorously bubbled into the resultant suspensi... Reactants: C(#N)C=1N=CNC1C#N (4,5-Dicyanoimidazole), BrBr (bromine). The solvent is [OH-].[Na+] (sodium hydroxide). Yields the product BrC=1NC(=C(N1)C#N)C#N (2-bromo-4,5-dicyanoimidazole). RXN SMILES: [C:1]([C:3]1[N:4]=[CH:5][NH:6][C:7]=1[C:8]#[N:9])#[N:2].[Br:10]Br>[OH-].[Na+]>[Br:10][C:5]1[NH:4][C:3]([C:1]#[N:2])=[C:7]([C:8]#[N:9])[N:6]=1 |f:2.3|. Procedure details: 4,5-Dicyanoimidazole (23.6 g) was dissolved in sodium hydroxide solution (0.1N, 500 ml) with stirring and then bromine (36 ml) was added dropwise with stirring at room temperature. The mixture was stirred at room temperature overnight and the resulting solid was filtered, washed with water and dried to give 2-bromo-4,5-dicyanoimidazole m.p. 141°-144°. This compound (20 g) in dimethylformamide (100 ml) was added with stirring to a suspension of sodium hydride (80% dispersion in oil, 3.05 g) in di... The reactants are OC(C(=O)NC1CN(C1)C(=O)OC(C)(C)C)C1=CC=C(C=C1)C1=NOC(=N1)C1=C(C(=NO1)C1=CC=CC=C1)C(F)(F)F (tert-butyl 3-(2-hydroxy-2-(4-(5-(3-phenyl-4-(trifluoromethyl)isoxazol-5-yl)-1,2,4-oxadiazol-3-yl)phenyl)acetamido)azetidine-1-carboxylate), C(=O)(C(F)(F)F)O (TFA). The solvent is C(Cl)Cl (CH2Cl2). Run at time 1 hour. Yields the product N1CC(C1)NC(C(C1=CC=C(C=C1)C1=NOC(=N1)C1=C(C(=NO1)C1=CC=CC=C1)C(F)(F)F)O)=O.C(=O)(C(F)(F)F)O (N-(azetidin-3-yl)-2-hydroxy-2-(4-(5-(3-phenyl-4-(trifluoromethyl)isoxazol-5-yl)-1,2,4-oxadiazol-3-yl)phenyl)acetamide TFA). The yield is 22.6%. RXN SMILES: [OH:1][CH:2]([C:17]1[CH:22]=[CH:21][C:20]([C:23]2[N:27]=[C:26]([C:28]3[O:32][N:31]=[C:30]([C:33]4[CH:38]=[CH:37][CH:36]=[CH:35][CH:34]=4)[C:29]=3[C:39]([F:42])([F:41])[F:40])[O:25][N:24]=2)=[CH:19][CH:18]=1)[C:3]([NH:5][CH:6]1[CH2:9][N:8](C(OC(C)(C)C)=O)[CH2:7]1)=[O:4].[C:43]([OH:49])([C:45]([F:48])([F:47])[F:46])=[O:44]>C(Cl)Cl>[NH:8]1[CH2:7][CH:6]([NH:5][C:3](=[O:4])[CH:2]([OH:1])[C:17]2[CH:22]=[CH:21][C:20]([C:23]3[N:27]=[C:26]([C:28]4[O:32][N:31]=[C:30]([C:33]5[CH:38]=[CH:37][CH:36]=[CH:35][CH:34]=5)[C:29]=4[C:39]([F:42])([F:40])[F:41])[O:25][N:24]=3)=[CH:19][CH:18]=2)[CH2:9]1.[C:43]([OH:49])([C:45]([F:48])([F:47])[F:46])=[O:44] |f:3.4|. Reported procedure: 2-Hydroxy-2-(4-(5-(3-phenyl-4-(trifluoromethyl)isoxazol-5-yl)-1,2,4-oxadiazol-3-yl)phenyl)acetic acid (Int-Va, 90 mg, 0.209 mmol) was dissolved in DMF (1 mL) prior to the addition of 4-methylmorpholine (115 μL, 1.043 mmol), 3-amino-azetidine-1-carboxylic acid tert-butyl ester (53.9 mg, 0.313 mmol), and BOP (166 mg, 0.376 mmol). This was stirred overnight before EtOAc was added. The solution was washed with brine, 1N HCl, and sat. NaHCO3 solution. The organic layer was dried and concentrated to g... Starting materials: C(C)(C)(C)[Li] (tert-butyllithium), COC=1C=C2C(=CC=CC2=CC1)Br (6-methoxy-4-bromonaphthalene), C(C1=CC=CC=C1)N1CCC(CC1)=O (1-benzylpiperidin-4-one). The solvent is O1CCCC1 (tetrahydrofuran), O1CCCC1 (tetrahydrofuran). Conditions: time 1.5 hour. Yields the product C(C1=CC=CC=C1)N1CCC(CC1)(C1=CC2=CC=C(C=C2C=C1)OC)O (1-benzyl-4-hydroxy-4-(6-methoxynaphth-2-yl)piperidine). The yield is 63.0%. As a reaction SMILES: [CH3:1][O:2][C:3]1[CH:4]=[C:5]2[C:10](=[CH:11][CH:12]=1)[CH:9]=[CH:8][CH:7]=[C:6]2Br.C([Li])(C)(C)C.[CH2:19]([N:26]1[CH2:31][CH2:30][C:29](=[O:32])[CH2:28][CH2:27]1)[C:20]1[CH:25]=[CH:24][CH:23]=[CH:22][CH:21]=1>O1CCCC1>[CH2:19]([N:26]1[CH2:31][CH2:30][C:29]([OH:32])([C:8]2[CH:7]=[CH:6][C:5]3[C:10](=[CH:11][CH:12]=[C:3]([O:2][CH3:1])[CH:4]=3)[CH:9]=2)[CH2:28][CH2:27]1)[C:20]1[CH:21]=[CH:22][CH:23]=[CH:24][CH:25]=1. Reported procedure: A solution of 5.0 gm (21.1 mMol) 6-methoxy-4-bromonaphthalene in 120 mL tetrahydrofuran was first cooled to −78° C. and then 27.3 mL (46.4 mMol) tert-butyllithium (1.7 M in pentane) were added and the resulting solution stirred for about 1.5 hours. At this point a solution of 4.1 mL (22.1 mMol) 1-benzylpiperidin-4-one in 30 mL tetrahydrofuran was added and the reaction mixture was allowed to warm gradually to room temperature. After 3 hours the reaction was quenched by the addition of 2 N sodium... Reactants: [N+](=O)([O-])C=1C=C(C=CC1)NC(=O)N1CCCC1 (Pyrrolidine-1-carboxylic acid (3-nitro-phenyl)-amide), O.NN (hydrazine monohydrate). The reagents and catalysts are [Ni] (Nickel). Solvent: CO.CCOC(=O)C (MeOH EtOAc). Conditions: time 16 hour. Yields the product NC=1C=C(C=CC1)NC(=O)N1CCCC1 (pyrrolidine-1-carboxylic acid (3-amino-phenyl)-amide). Yield: 184.8%. As a reaction SMILES: [N+:1]([C:4]1[CH:5]=[C:6]([NH:10][C:11]([N:13]2[CH2:17][CH2:16][CH2:15][CH2:14]2)=[O:12])[CH:7]=[CH:8][CH:9]=1)([O-])=O.O.NN>CO.CCOC(C)=O.[Ni]>[NH2:1][C:4]1[CH:5]=[C:6]([NH:10][C:11]([N:13]2[CH2:17][CH2:16][CH2:15][CH2:14]2)=[O:12])[CH:7]=[CH:8][CH:9]=1 |f:1.2,3.4|. Reported procedure: Pyrrolidine-1-carboxylic acid (3-nitro-phenyl)-amide (850 mg, 3.40 mmol) was dissolved in 1:1 MeOH-EtOAc (100 mL). Raney®-Nickel was added (3 full spatulas) followed by hydrazine monohydrate (1.70 g, 34.0 mmol) over a 5 minute period. The reaction mixture was stirred at rt for 16 hours then filtered through celite, washing the precipitate with EtOAc (10×10 mL). The filtrate was evaporated in vacuo and the residue dissolved in EtOAc (50 mL). The solution was washed with saturated brine solution (... Reactants: CN1C(CC[C@@]2(C3=C(CC[C@@H]12)C=C(C=C3)C#CC3=CC=CC=C3)C)=O ((4aR)-(10bR)-4,10b-dimethyl-8-(2-phenylethynyl)-1,2,3,4,4a,5,6,10b-octahydrobenzo[f]quinolin-3-one), [H][H] (hydrogen). The reagents and catalysts are [Pd] (palladium/barium sulfate). Solvent: N1=CC=CC=C1 (pyridine). The product is CN1C(CC[C@@]2(C3=C(CC[C@@H]12)C=C(C=C3)C=CC3=CC=CC=C3)C)=O ((4aR)-(10bR)-4,10b-dimethyl-8-(2-phenylethenyl)-1,2,3,4,4a,5,6,10b-octahydrobenzo[f]quinolin-3-one). Reaction SMILES: [CH3:1][N:2]1[C@H:11]2[C@@:6]([CH3:24])([C:7]3[CH:15]=[CH:14][C:13]([C:16]#[C:17][C:18]4[CH:23]=[CH:22][CH:21]=[CH:20][CH:19]=4)=[CH:12][C:8]=3[CH2:9][CH2:10]2)[CH2:5][CH2:4][C:3]1=[O:25].[H][H]>[Pd].N1C=CC=CC=1>[CH3:1][N:2]1[C@H:11]2[C@@:6]([CH3:24])([C:7]3[CH:15]=[CH:14][C:13]([CH:16]=[CH:17][C:18]4[CH:23]=[CH:22][CH:21]=[CH:20][CH:19]=4)=[CH:12][C:8]=3[CH2:9][CH2:10]2)[CH2:5][CH2:4][C:3]1=[O:25]. Reported procedure: A 300 mg portion of the product of Example 284 was hydrogenated over palladium/barium sulfate catalyst in 25 mL of pyridine at 15 psi hydrogen pressure at ambient temperature for 1 h. The mixture was then filtered and concentrated under vacuum, and the residue was purified by chromatography on silica gel, eluting with 75% ethyl acetate/hexane. The product thereby obtained was further purified on a Chromatatron, eluting with 5% isopropanol in chloroform to obtain the desired product in the form o...